This data is from the Open Reaction Database (ORD), a public repository of structured organic reaction records. The task is: describe an organic reaction: reactants, conditions, products, and yield Reaction SMILES: [H-].[Al+3].[Li+].[H-].[H-].[H-].C([O:9][C:10](=O)[C:11]1[CH:16]=[CH:15][CH:14]=[C:13]([C:17]2[N:22]3[N:23]=[C:24]([NH:26][C:27]4[CH:32]=[CH:31][C:30]([O:33][CH2:34][CH2:35][N:36]5[CH2:40][CH2:39][CH2:38][CH2:37]5)=[CH:29][CH:28]=4)[N:25]=[C:21]3[CH:20]=[CH:19][CH:18]=2)[CH:12]=1)C.O>C(OCC)C>[N:36]1([CH2:35][CH2:34][O:33][C:30]2[CH:29]=[CH:28][C:27]([NH:26][C:24]3[N:25]=[C:21]4[CH:20]=[CH:19][CH:18]=[C:17]([C:13]5[CH:12]=[C:11]([CH2:10][OH:9])[CH:16]=[CH:15][CH:14]=5)[N:22]4[N:23]=3)=[CH:32][CH:31]=2)[CH2:40][CH2:39][CH2:38][CH2:37]1 |f:0.1.2.3.4.5|. Yields the product N1(CCCC1)CCOC1=CC=C(C=C1)NC1=NN2C(C=CC=C2C=2C=C(C=CC2)CO)=N1 ((3-{2-[4-(2-Pyrrolidin-1-yl-ethoxy)-phenylamino]-[1,2,4]triazolo[1,5-a]pyridin-5-yl}-phenyl)-methanol). Run in C(C)OCC (diethylether). Reaction conditions: time 6 hour. Procedure details: To a slurry of lithium aluminium hydride (82.6 mg, 2.12 mmol) in diethylether (10 mL) was added 3-{2-[4-(2-pyrrolidin-1-yl-ethoxy)-phenylamino]-[1,2,4]triazolo[1,5-a]pyridin-5-yl}-benzoic acid ethyl ester (0.50 g, 1.06 mmol) portionwise. The mixture was stirred at room temperature for 6 hrs. Water was added to quench the hydride and the aqueous layer was removed. The organic layer was concentrated in vacuo, and the crude product loaded onto an SCX column, which was washed with methanol and the p... Reactants: [H-].[Al+3].[Li+].[H-].[H-].[H-] (lithium aluminium hydride), C(C)OC(C1=CC(=CC=C1)C1=CC=CC=2N1N=C(N2)NC2=CC=C(C=C2)OCCN2CCCC2)=O (3-{2-[4-(2-pyrrolidin-1-yl-ethoxy)-phenylamino]-[1,2,4]triazolo[1,5-a]pyridin-5-yl}-benzoic acid ethyl ester), O (Water). The reactants are CCN(C(C)C)C(C)C, C1CNCCN(C2CC2)C1, COC(=O)c1cnc(Cl)nc1, ClCCl. The product is COC(=O)c1cnc(N2CCCN(C3CC3)CC2)nc1. Reaction SMILES: [CH2:22]([N:23]([CH:24]([CH3:25])[CH3:26])[CH:27]([CH3:28])[CH3:29])[CH3:30].[CH:12]1([N:15]2[CH2:16][CH2:17][NH:18][CH2:19][CH2:20][CH2:21]2)[CH2:13][CH2:14]1.[Cl:1][c:2]1[n:3][cH:4][c:5]([C:8](=[O:9])[O:10][CH3:11])[cH:6][n:7]1.[Cl:31][CH2:32][Cl:33]>>[c:2]1([N:18]2[CH2:17][CH2:16][N:15]([CH:12]3[CH2:13][CH2:14]3)[CH2:21][CH2:20][CH2:19]2)[n:3][cH:4][c:5]([C:8](=[O:9])[O:10][CH3:11])[cH:6][n:7]1. Reactants: CC(C)(C)OC(=O)NC1(C(=O)O)CC1, CI, [Cl-], [H-], [NH4+], [Na+], CN(C)C=O. The product is CN(C(=O)OC(C)(C)C)C1(C(=O)O)CC1. RXN SMILES: [C:1]([CH3:2])([CH3:3])([CH3:4])[O:5][C:6](=[O:7])[NH:8][C:9]1([C:12](=[O:13])[OH:14])[CH2:10][CH2:11]1.[CH3:17][I:18].[Cl-:19].[H-:16].[NH4+:20].[Na+:15].[O:21]=[CH:22][N:23]([CH3:24])[CH3:25]>>[C:1]([CH3:2])([CH3:3])([CH3:4])[O:5][C:6](=[O:7])[N:8]([C:9]1([C:12](=[O:13])[OH:14])[CH2:10][CH2:11]1)[CH3:17]. Reactants: COC=1C=C(OCC2=C(N=C(S2)C2=CC=C(C=C2)C(F)(F)F)COS(=O)(=O)C)C=CC1C1=NOC(N1)=O (methanesulfonic acid 5-[3-methoxy-4-(5-oxo-4,5-dihydro-[1,2,4]oxadiazol-3-yl)-phenoxymethyl]-2-(4-trifluoromethyl-phenyl)-thiazol-4-ylmethyl ester), C(C)(C)N(CC)C(C)C (diisopropylethyl amine), CS(=O)(=O)N1CCNCC1 (1-methylsulfonylpiperazine). The solvent is CN(C=O)C (dimethylformamide). Reaction conditions: temperature 90 celsius. Product: CS(=O)(=O)N1CCN(CC1)CC=1N=C(SC1COC1=CC(=C(C=C1)C1=NOC(N1)=O)OC)C1=CC=C(C=C1)C(F)(F)F (3-{4-[4-(4-methanesulfonyl-piperazin-1-ylmethyl)-2-(4-trifluoromethyl-phenyl)-thiazol-5-ylmethoxy]-2-methoxy-phenyl}-4H-[1,2,4]oxadiazol-5-one). Yield: 11.9%. As a reaction SMILES: [CH3:1][O:2][C:3]1[CH:4]=[C:5]([CH:29]=[CH:30][C:31]=1[C:32]1[NH:36][C:35](=[O:37])[O:34][N:33]=1)[O:6][CH2:7][C:8]1[S:12][C:11]([C:13]2[CH:18]=[CH:17][C:16]([C:19]([F:22])([F:21])[F:20])=[CH:15][CH:14]=2)=[N:10][C:9]=1[CH2:23]OS(C)(=O)=O.C(N(C(C)C)CC)(C)C.[CH3:47][S:48]([N:51]1[CH2:56][CH2:55][NH:54][CH2:53][CH2:52]1)(=[O:50])=[O:49]>CN(C)C=O>[CH3:47][S:48]([N:51]1[CH2:56][CH2:55][N:54]([CH2:23][C:9]2[N:10]=[C:11]([C:13]3[CH:18]=[CH:17][C:16]([C:19]([F:21])([F:20])[F:22])=[CH:15][CH:14]=3)[S:12][C:8]=2[CH2:7][O:6][C:5]2[CH:29]=[CH:30][C:31]([C:32]3[NH:36][C:35](=[O:37])[O:34][N:33]=3)=[C:3]([O:2][CH3:1])[CH:4]=2)[CH2:53][CH2:52]1)(=[O:50])=[O:49]. Reported procedure: To a solution of 50 mg of methanesulfonic acid 5-[3-methoxy-4-(5-oxo-4,5-dihydro-[1,2,4]oxadiazol-3-yl)-phenoxymethyl]-2-(4-trifluoromethyl-phenyl)-thiazol-4-ylmethyl ester in 2 mL of dimethylformamide was added 80 μL of diisopropylethyl amine and 19.2 mg of 1-methylsulfonylpiperazine. The resulting mixture was heated in a sealed tube to 90° C. under microwave irradiation for 5 minutes and then concentrated under reduced pressure. The residue was purified by chromatography on a SCX Waters column... Starting materials: vinyl boronic acid MIDA, BrC=1C(=C(C=C(C1C)Cl)C(C)N1N=C(C=2C1=NC=NC2N)I)OC (1-[1-(3-bromo-5-chloro-2-methoxy-4-methylphenyl)ethyl]-3-iodo-1H-pyrazolo[3,4-d]pyrimidin-4-amine), C([O-])([O-])=O.[Na+].[Na+] (sodium carbonate), O1CCOCC1 (1,4-dioxane). Reagents/catalysts: Cl[Pd](P(C(C)(C)C)(C(C)(C)C)C1=CC=C(C=C1)N(C)C)(P(C1=CC=C(C=C1)N(C)C)(C(C)(C)C)C(C)(C)C)Cl (Dichloro(bis{di-tert-butyl[4-(dimethylamino)phenyl]phosphoranyl})palladium). Run in O (water). Conditions: temperature 95 celsius, time 4 hour. The product is BrC=1C(=C(C=C(C1C)Cl)C(C)N1N=C(C=2C1=NC=NC2N)C=C)OC (1-[1-(3-Bromo-5-chloro-2-methoxy-4-methylphenyl)ethyl]-3-vinyl-1H-pyrazolo[3,4-d]pyrimidin-4-amine). Reaction SMILES: [Br:1][C:2]1[C:3]([O:23][CH3:24])=[C:4]([CH:10]([N:12]2[C:16]3=[N:17][CH:18]=[N:19][C:20]([NH2:21])=[C:15]3[C:14](I)=[N:13]2)[CH3:11])[CH:5]=[C:6]([Cl:9])[C:7]=1[CH3:8].C(=O)([O-])[O-].[Na+].[Na+].O1CCO[CH2:33][CH2:32]1>O.Cl[Pd](Cl)(P(C(C)(C)C)(C(C)(C)C)C1C=CC(N(C)C)=CC=1)P(C1C=CC(N(C)C)=CC=1)(C(C)(C)C)C(C)(C)C>[Br:1][C:2]1[C:3]([O:23][CH3:24])=[C:4]([CH:10]([N:12]2[C:16]3=[N:17][CH:18]=[N:19][C:20]([NH2:21])=[C:15]3[C:14]([CH:32]=[CH2:33])=[N:13]2)[CH3:11])[CH:5]=[C:6]([Cl:9])[C:7]=1[CH3:8] |f:1.2.3|. Reported procedure: Dichloro(bis{di-tert-butyl[4-(dimethylamino)phenyl]phosphoranyl})palladium (12 mg, 0.017 mmol) was added to a mixture of vinyl boronic acid MIDA (110 mg, 0.6 mmol, from Aldrich, item #704415), 1-[1-(3-bromo-5-chloro-2-methoxy-4-methylphenyl)ethyl]-3-iodo-1H-pyrazolo[3,4-d]pyrimidin-4-amine (0.30 g, 0.57 mmol) and sodium carbonate (0.14 g, 1.1 mmol) in 1,4-dioxane (1 mL) and water (0.1 mL) and then the reaction was degassed with N2 3 times. The reaction was stirred at 95° C. for 4 h. The mixture ... The reactants are C(C)(=O)SCC(C(=O)O)CC1=CC=CC=C1 (2-(acetylthiomethyl)-3-phenylpropionic acid), C(C1=CC=CC=C1)C1=CC=C(O1)C(C(=O)OCC)=NO (ethyl (5-benzyl)furan-2-yl-2-hydroxyiminoacetate). Solvent: C(Cl)(Cl)Cl (CHCl3). The product is C(C)OC(C(NC(C(CC1=CC=CC=C1)CSC(C)=O)=O)C=1OC(=CC1)CC1=CC=CC=C1)=O (2-[(5-Benzyl)furan-2-yl]-N-[-2-(acetylthiomethyl)-3-phenylpropionyl]glycine ethyl ester). Reaction SMILES: [C:1]([S:4][CH2:5][CH:6]([CH2:10][C:11]1[CH:16]=[CH:15][CH:14]=[CH:13][CH:12]=1)[C:7]([OH:9])=O)(=[O:3])[CH3:2].[CH2:17]([C:24]1[O:28][C:27]([C:29](=[N:35]O)[C:30]([O:32][CH2:33][CH3:34])=[O:31])=[CH:26][CH:25]=1)[C:18]1[CH:23]=[CH:22][CH:21]=[CH:20][CH:19]=1>C(Cl)(Cl)Cl>[CH2:33]([O:32][C:30](=[O:31])[CH:29]([C:27]1[O:28][C:24]([CH2:17][C:18]2[CH:23]=[CH:22][CH:21]=[CH:20][CH:19]=2)=[CH:25][CH:26]=1)[NH:35][C:7](=[O:9])[CH:6]([CH2:5][S:4][C:1](=[O:3])[CH3:2])[CH2:10][C:11]1[CH:16]=[CH:15][CH:14]=[CH:13][CH:12]=1)[CH3:34]. Procedure details: The title compound was prepared from 2-(acetylthiomethyl)-3-phenylpropionic acid (US 4329495) and ethyl (5-benzyl)furan-2-yl-2-hydroxyiminoacetate (Description 42) by the procedure of Description 40. νmax (CHCl3) 3428, 1741 and 1683cm-1. m/z 479 M+). [Found (HRMS): m/z 479.1768. Calc. for C27H29NO5S; 479.1766]. Reactants: ClC(C(=O)C(Cl)(F)F)(F)F (1,3-dichlorotetrafluoroacetone), C(C1=CC=CC=C1)(C1=CC=CC=C1)N1CCC2=CC=CC=C12 (1-benzhydryl-indoline), C1(=CC=CC=C1)C (toluene), ClC(C(=O)C(Cl)(F)F)(F)F (1,3-dichlorotetrafluoroacetone). Run in O (water). Conditions: time 13 hour. Product: C(C1=CC=CC=C1)(C1=CC=CC=C1)N1CCC2=CC(=CC=C12)C(O)(C(F)(F)Cl)C(F)(F)Cl (1-benzhydryl-α,α-bis(chlorodifluoromethyl)-2,3-dihydro-1H-indole-5-methanol). Reaction SMILES: [CH:1]([N:14]1[C:22]2[C:17](=[CH:18][CH:19]=[CH:20][CH:21]=2)[CH2:16][CH2:15]1)([C:8]1[CH:13]=[CH:12][CH:11]=[CH:10][CH:9]=1)[C:2]1[CH:7]=[CH:6][CH:5]=[CH:4][CH:3]=1.C1(C)C=CC=CC=1.[Cl:30][C:31]([F:39])([F:38])[C:32]([C:34]([F:37])([F:36])[Cl:35])=[O:33]>O>[CH:1]([N:14]1[C:22]2[C:17](=[CH:18][C:19]([C:32]([C:31]([Cl:30])([F:39])[F:38])([C:34]([Cl:35])([F:37])[F:36])[OH:33])=[CH:20][CH:21]=2)[CH2:16][CH2:15]1)([C:8]1[CH:13]=[CH:12][CH:11]=[CH:10][CH:9]=1)[C:2]1[CH:3]=[CH:4][CH:5]=[CH:6][CH:7]=1. Procedure: A mixture of 14.5 g (0.05 mole) of 1-benzhydryl-indoline, 100 ml of toluene, 2 ml of water, and 10.9 g (0.055 mole) of 1,3-dichlorotetrafluoroacetone is refluxed for 3 hrs. Another 10.9 g portion of 1,3-dichlorotetrafluoroacetone is added, and refluxing is continued for 13 hrs. The moisture is then removed azeotropically, and the solvent is evaporated to give a crude, viscous residue of 1-benzhydryl-α,α-bis(chlorodifluoromethyl)-2,3-dihydro-1H-indole-5-methanol. This crude material is tedious to... Reactants: ICC (Iodoethane), C([O-])([O-])=O.[K+].[K+] (potassium carbonate), C1(CC1)COC1=CC=C(C=C1)C1=C(N(C2=CC=C(C=C12)O)CC1=CC(=CC=C1)OC)C(=O)OCC (Ethyl 3-[4-(cyclopropylmethoxy)phenyl]-5-hydroxy-1-(3-methoxybenzyl)-1H-indole-2-carboxylate). Solvent: CN(C)C=O (DMF), C(C)(=O)OCC (ethyl acetate). Reaction conditions: temperature 50 celsius. Yields the product C1(CC1)COC1=CC=C(C=C1)C1=C(N(C2=CC=C(C=C12)OCC)CC1=CC(=CC=C1)OC)C(=O)OCC (Ethyl 3-[4-(cyclopropylmethoxy)phenyl]-5-ethoxy-1-(3-methoxybenzyl)-1H-indole-2-carboxylate). Isolated yield 41.6%. RXN SMILES: I[CH2:2][CH3:3].C(=O)([O-])[O-].[K+].[K+].[CH:10]1([CH2:13][O:14][C:15]2[CH:20]=[CH:19][C:18]([C:21]3[C:29]4[C:24](=[CH:25][CH:26]=[C:27]([OH:30])[CH:28]=4)[N:23]([CH2:31][C:32]4[CH:37]=[CH:36][CH:35]=[C:34]([O:38][CH3:39])[CH:33]=4)[C:22]=3[C:40]([O:42][CH2:43][CH3:44])=[O:41])=[CH:17][CH:16]=2)[CH2:12][CH2:11]1>CN(C=O)C.C(OCC)(=O)C>[CH:10]1([CH2:13][O:14][C:15]2[CH:16]=[CH:17][C:18]([C:21]3[C:29]4[C:24](=[CH:25][CH:26]=[C:27]([O:30][CH2:2][CH3:3])[CH:28]=4)[N:23]([CH2:31][C:32]4[CH:37]=[CH:36][CH:35]=[C:34]([O:38][CH3:39])[CH:33]=4)[C:22]=3[C:40]([O:42][CH2:43][CH3:44])=[O:41])=[CH:19][CH:20]=2)[CH2:12][CH2:11]1 |f:1.2.3|. Procedure details: Iodoethane (468 mg, 3.0 mmol) and powdered potassium carbonate (138 mg, 1.0 mmol) was added to a solution of ethyl 3-[4-(cyclopropylmethoxy)phenyl]-5-hydroxy-1-(3-methoxybenzyl)-1H-indole-2-carboxylate (Example 66, 120 mg, 0.25 mmol) in DMF (5 mL). The mixture was heated (50° C.) for 16 h and then cooled. The resulting mixture was diluted with ethyl acetate (50 mL), washed with water and brine, dried over anhydrous magnesium sulfate, and concentrated in vacuo. The residue was purified by prepara... Starting materials: 15, C12C3C=CC(C2C2CCC1C2)C3 (tetracyclo[4.4.0.12,5.17,10]dodec-3-ene), C(=O)(O)C1(C2C=CC(C1)C2)CC(=O)OC (5-carboxy-5-methoxycarbonylmethyl-2-norbornene). Product: C12C3C=CC(C2C2CCC1C2)C3.C(=O)(O)C1(C2C=CC(C1)C2)CC(=O)OC (TCD CMCMN). As a reaction SMILES: [CH:1]12[CH:10]3[CH2:11][CH:7]([CH2:8][CH2:9]3)[CH:6]1[CH:5]1[CH2:12][CH:2]2[CH:3]=[CH:4]1.[C:13]([C:16]1([CH2:23][C:24]([O:26][CH3:27])=[O:25])[CH2:21][CH:20]2[CH2:22][CH:17]1[CH:18]=[CH:19]2)([OH:15])=[O:14]>>[CH:1]12[CH:10]3[CH2:11][CH:7]([CH2:8][CH2:9]3)[CH:6]1[CH:5]1[CH2:12][CH:2]2[CH:3]=[CH:4]1.[C:13]([C:16]1([CH2:23][C:24]([O:26][CH3:27])=[O:25])[CH2:21][CH:20]2[CH2:22][CH:17]1[CH:18]=[CH:19]2)([OH:15])=[O:14] |f:2.3|. Procedure: The same polymerization as in Example 2 was carried out, except for using a mixture of 15 parts of tetracyclo[4.4.0.12,5.17,10]dodec-3-ene (TCD) and 19.7 parts of 5-carboxy-5-methoxycarbonylmethyl-2-norbornene (CMCMN) obtained in Preparation Example 5 as monomers (monomer composition: TCD/CMCMN=50/50 (mol/mol)). The polymerization conversion rate was 99% or more, the monomer composition ratio (TCD/CMCMN) in the resulting ring-opened copolymer was 50/50 (mol/mol), and the weight average molecular... The reactants are [C@@H]1(C=C[C@@H](CO)O1)N1C(=O)NC(=O)C=C1 (2′,3′-dideoxy-2′,3′-didehydrouridine), [H][H] (hydrogen). Reagents/catalysts: [Pd] (palladium on carbon). The solvent is CO (methanol). Yields the product [C@@H]1(CC[C@@H](CO)O1)N1C(=O)NC(=O)C=C1 (2′,3′-dideoxyuridine). Isolated yield 97.2%. RXN SMILES: [C@@H:1]1([N:8]2[CH:15]=[CH:14][C:12](=[O:13])[NH:11][C:9]2=[O:10])[O:7][C@H:4]([CH2:5][OH:6])[CH:3]=[CH:2]1.[H][H]>CO.[Pd]>[C@@H:1]1([N:8]2[CH:15]=[CH:14][C:12](=[O:13])[NH:11][C:9]2=[O:10])[O:7][C@H:4]([CH2:5][OH:6])[CH2:3][CH2:2]1. Reported procedure: A solution of 2′,3′-dideoxy-2′,3′-didehydrouridine (1.0 g, 4.8 mmol) in methanol (10 ml) containing a catalyst (wet 5% palladium on carbon) (400 mg) was stirred in an atmosphere of hydrogen for 1 h. The catalyst was removed by filtration and the filtrate was concentrated. The residue was chromatographed on silica gel (CHCl3/MeOH=5/1) to give 2′,3′-dideoxyuridine (0.99 g, 97% yield): Mp 121.2-121.7° C.; λmax(MeOH) 262 nm (ε 10560), λmin(MeOH) 232 nm (ε 3810); 1H-NMR (Me2SO-d6) δ 1.74-2.00 (m, 3H)...